Dataset: the Open Reaction Database (ORD), a public repository of structured organic reaction records. Task: describe an organic reaction: reactants, conditions, products, and yield The reactants are Clc1ccc(Br)s1, CS(=O)(=O)c1ccc(-c2cn[nH]c(=O)c2-c2ccc(Cl)cc2)cc1. Yields the product CS(=O)(=O)c1ccc(-c2cnn(-c3ccc(Cl)s3)c(=O)c2-c2ccc(Cl)cc2)cc1. Reaction SMILES: [Br:25][c:26]1[s:27][c:28]([Cl:31])[cH:29][cH:30]1.[Cl:1][c:2]1[cH:3][cH:4][c:5](-[c:8]2[c:9](=[O:24])[nH:10][n:11][cH:12][c:13]2-[c:14]2[cH:15][cH:16][c:17]([S:20](=[O:21])(=[O:22])[CH3:23])[cH:18][cH:19]2)[cH:6][cH:7]1>>[Cl:1][c:2]1[cH:3][cH:4][c:5](-[c:8]2[c:9](=[O:24])[n:10](-[c:26]3[s:27][c:28]([Cl:31])[cH:29][cH:30]3)[n:11][cH:12][c:13]2-[c:14]2[cH:15][cH:16][c:17]([S:20](=[O:21])(=[O:22])[CH3:23])[cH:18][cH:19]2)[cH:6][cH:7]1. Reactants: COC[C@@H](OC=1C=C(C=C(C1)OC1=CC=C(C=C1)S(=O)(=O)C)B1OC(C(O1)(C)C)(C)C)C (2-{3-[(1S)-2-Methoxy-1-methylethoxy]-5-[4-(methylsulfonyl)phenoxy]phenyl}-4,4,5,5-tetramethyl-1,3,2-dioxaborolane), BrC=1N(C(=CC1)C=1SC=CN1)C(=O)OC(C)(C)C (t-Butyl 2-bromo-5-(1,3-thiazol-2-yl)-1H-pyrrole-1-carboxylate), C([O-])([O-])=O.[K+].[K+] (potassium carbonate). Solvent: O1CCOCC1 (1,4-dioxane), O (water), O (water). Run at temperature 50 celsius, time 3 hour. Product: COC[C@@H](OC=1C=C(C=C(C1)OC1=CC=C(C=C1)S(=O)(=O)C)C=1N(C(=CC1)C=1SC=CN1)C(=O)OC(C)(C)C)C (t-Butyl 2-{3-[(1S)-2-methoxy-1-methylethoxy]-5-[4-(methylsulfonyl)phenoxy]phenyl}-5-(1,3-thiazol-2-yl)-1H-pyrrole-1-carboxylate). The yield is 87.6%. Reaction SMILES: [CH3:1][O:2][CH2:3][C@H:4]([CH3:32])[O:5][C:6]1[CH:7]=[C:8](B2OC(C)(C)C(C)(C)O2)[CH:9]=[C:10]([O:12][C:13]2[CH:18]=[CH:17][C:16]([S:19]([CH3:22])(=[O:21])=[O:20])=[CH:15][CH:14]=2)[CH:11]=1.Br[C:34]1[N:35]([C:44]([O:46][C:47]([CH3:50])([CH3:49])[CH3:48])=[O:45])[C:36]([C:39]2[S:40][CH:41]=[CH:42][N:43]=2)=[CH:37][CH:38]=1.C(=O)([O-])[O-].[K+].[K+]>O1CCOCC1.O>[CH3:1][O:2][CH2:3][C@H:4]([CH3:32])[O:5][C:6]1[CH:7]=[C:8]([C:34]2[N:35]([C:44]([O:46][C:47]([CH3:50])([CH3:49])[CH3:48])=[O:45])[C:36]([C:39]3[S:40][CH:41]=[CH:42][N:43]=3)=[CH:37][CH:38]=2)[CH:9]=[C:10]([O:12][C:13]2[CH:14]=[CH:15][C:16]([S:19]([CH3:22])(=[O:21])=[O:20])=[CH:17][CH:18]=2)[CH:11]=1 |f:2.3.4|. Procedure details: 2-{3-[(1S)-2-Methoxy-1-methylethoxy]-5-[4-(methylsulfonyl)phenoxy]phenyl}-4,4,5,5-tetramethyl-1,3,2-dioxaborolane (6.44 g, 13.9 mmol) synthesized in Example (1e) and t-butyl 2-bromo-5-(1,3-thiazol-2-yl)-1H-pyrrole-1-carboxylate (5.21 g, 15.8 mmol) synthesized in Example (1g) were dissolved in a mixed solvent of 1,4-dioxane (200 mL) and water (50 mL), and [1,1′-bis(diphenylphosphino)ferrocene]palladium (II) dichloride dichloromethane complex (564 mg, 0.691 mmol) and potassium carbonate (9.67 g, 7... Reactants: [H-], CI, [Na+], CN(C)C=O, COC(=O)c1cc2c(cc1O)OCO2. The product is COC(=O)c1cc2c(cc1OC)OCO2. As a reaction SMILES: [H-:15].[I:17][CH3:18].[Na+:16].[O:19]=[CH:20][N:21]([CH3:22])[CH3:23].[OH:1][c:2]1[c:3]([C:11](=[O:12])[O:13][CH3:14])[cH:4][c:5]2[c:6]([cH:10]1)[O:7][CH2:8][O:9]2>>[O:1]([c:2]1[c:3]([C:11](=[O:12])[O:13][CH3:14])[cH:4][c:5]2[c:6]([cH:10]1)[O:7][CH2:8][O:9]2)[CH3:18]. Starting materials: CC(C)([O-])C.[Na+] (sodium-tert-butoxide), C(C)OC(=O)COCCOCC(=O)OCC (ethyl (2-ethoxycarbonylmethoxy-ethoxy)-acetate), C(C)(=O)O (acetic acid). The solvent is C1CCOC1 (THF), C1CCOC1 (THF). Run at time 8 hour. The product is O=C1C(OCCOC1)C(=O)OCC (ethyl 6-oxo-[1,4]dioxepan-5-carboxylate). RXN SMILES: CC(C)([O-])C.[Na+].[CH2:7]([O:9][C:10]([CH2:12][O:13][CH2:14][CH2:15][O:16][CH2:17][C:18]([O:20]CC)=O)=[O:11])[CH3:8].C(O)(=O)C>C1COCC1>[O:20]=[C:18]1[CH2:17][O:16][CH2:15][CH2:14][O:13][CH:12]1[C:10]([O:9][CH2:7][CH3:8])=[O:11] |f:0.1|. Procedure: The mixing was carried out under a protective nitrogen gas atmosphere. 7.93 g (80.0 mmol) sodium-tert-butoxide were placed in 150 ml THF and heated to boiling point. At this temperature 8.50 g (36.3 mmol) ethyl (2-ethoxycarbonylmethoxy-ethoxy)-acetate (prepared analogously to Canadian Journal of Chemistry; 74; 8; 1996; 1437-1446) in 100 ml THF were added dropwise within 3 h. After the addition had ended the mixture was refluxed for 1 h and then stirred overnight at RT. Then the reaction mixture ... Yields the product CCCCOc1cc(NC(=O)C2CC2)c(C(C)=O)cc1OC. Reactants: CCCCOc1cc(N)c(C(C)=O)cc1OC, CCn1c(-c2cccs2)cc(=O)c2ccccc21, O=C(Cl)C1CC1, [H-], [Na+]. Reaction SMILES: [C:1]([CH3:2])(=[O:3])[c:4]1[c:5]([NH2:6])[cH:7][c:8]([O:13][CH2:14][CH2:15][CH2:16][CH3:17])[c:9]([O:11][CH3:12])[cH:10]1.[CH2:26]([n:27]1[c:28]2[c:29]([cH:30][cH:31][cH:32][cH:33]2)[c:34](=[O:35])[cH:36][c:37]1-[c:38]1[s:39][cH:40][cH:41][cH:42]1)[CH3:43].[CH:20]1([C:23](=[O:24])[Cl:25])[CH2:21][CH2:22]1.[H-:18].[Na+:19]>>[C:1]([CH3:2])(=[O:3])[c:4]1[c:5]([NH:6][C:23]([CH:20]2[CH2:21][CH2:22]2)=[O:24])[cH:7][c:8]([O:13][CH2:14][CH2:15][CH2:16][CH3:17])[c:9]([O:11][CH3:12])[cH:10]1. Reaction SMILES: [CH2:1]([c:2]1[cH:3][cH:4][cH:5][cH:6][cH:7]1)[O:8][NH:9][C:10]([CH2:11][CH:12]([CH2:13][CH2:14][CH2:15][CH:16]1[CH2:17][CH2:18][CH2:19][CH2:20][CH2:21]1)[c:22]1[o:23][c:24]([CH3:34])[c:25]([C:27](=[O:28])[NH:29][CH2:30][C:31](=[O:32])[OH:33])[n:26]1)=[O:35].[CH3:40][CH2:41][OH:42].[CH:36]([O-:37])=[O:38].[NH4+:39].[OH-:43].[OH-:45].[Pd+2:44]>>[OH:8][NH:9][C:10]([CH2:11][CH:12]([CH2:13][CH2:14][CH2:15][CH:16]1[CH2:17][CH2:18][CH2:19][CH2:20][CH2:21]1)[c:22]1[o:23][c:24]([CH3:34])[c:25]([C:27](=[O:28])[NH:29][CH2:30][C:31](=[O:32])[OH:33])[n:26]1)=[O:35]. Product: Cc1oc(C(CCCC2CCCCC2)CC(=O)NO)nc1C(=O)NCC(=O)O. Starting materials: Cc1oc(C(CCCC2CCCCC2)CC(=O)NOCc2ccccc2)nc1C(=O)NCC(=O)O, CCO, O=C[O-], [NH4+], [OH-], [OH-], [Pd+2]. Starting materials: C, CCOC(=O)c1ccc(-n2cc(C#N)c(-c3ccccc3)c2)cc1[N+](=O)[O-], CO, CCOC(C)=O, [Pd]. The product is CCOC(=O)c1ccc(-n2cc(C#N)c(-c3ccccc3)c2)cc1N. As a reaction SMILES: [C:30].[CH2:1]([CH3:2])[O:3][C:4]([c:5]1[c:6]([N+:24]([O-:25])=[O:26])[cH:7][c:8](-[n:11]2[cH:12][c:13]([C:22]#[N:23])[c:14](-[c:16]3[cH:17][cH:18][cH:19][cH:20][cH:21]3)[cH:15]2)[cH:9][cH:10]1)=[O:27].[CH3:28][OH:29].[CH3:32][CH2:33][O:34][C:35](=[O:36])[CH3:37].[Pd:31]>>[CH2:1]([CH3:2])[O:3][C:4]([c:5]1[c:6]([NH2:24])[cH:7][c:8](-[n:11]2[cH:12][c:13]([C:22]#[N:23])[c:14](-[c:16]3[cH:17][cH:18][cH:19][cH:20][cH:21]3)[cH:15]2)[cH:9][cH:10]1)=[O:27].